This data is from the Open Reaction Database (ORD), a public repository of structured organic reaction records. The task is: describe an organic reaction: reactants, conditions, products, and yield Reactants: COC(=O)CC(=O)N[C@H]1[C@@H]2N(C(C(S2)(C)C)C(=O)OCC=C)C1=O (allyl 6β-[(methoxycarbonyl)acetamido]-2,2-dimethylpenam-3-carboxylate), C(=S)=S (carbon disulfide), BrC(C)Br (dibromoethane), [H-].[Na+] (sodium hydride). Solvent: CN(C=O)C (dimethylformamide), C1(=CC=CC=C1)C (toluene). Reaction conditions: temperature 0 celsius, time 10 minute. Yields the product S1C(SCC1)=C(C(=O)N[C@H]1[C@@H]2N(C(C(S2)(C)C)C(=O)OCC=C)C1=O)C(=O)OC (Allyl 6β-[(1,3-dithiolan-2-ylidene)(methoxycarbonyl)acetamido]-2,2-dimethylpenam-3-carboxylate). Isolated yield 88.0%. Reaction SMILES: [CH3:1][O:2][C:3]([CH2:5][C:6]([NH:8][C@@H:9]1[C:23](=[O:24])[N:11]2[CH:12]([C:17]([O:19][CH2:20][CH:21]=[CH2:22])=[O:18])[C:13]([CH3:16])([CH3:15])[S:14][C@H:10]12)=[O:7])=[O:4].[C:25](=[S:27])=[S:26].[H-].[Na+].Br[CH:31](Br)[CH3:32]>CN(C)C=O.C1(C)C=CC=CC=1>[S:26]1[CH2:32][CH2:31][S:27][C:25]1=[C:5]([C:3]([O:2][CH3:1])=[O:4])[C:6]([NH:8][C@@H:9]1[C:23](=[O:24])[N:11]2[CH:12]([C:17]([O:19][CH2:20][CH:21]=[CH2:22])=[O:18])[C:13]([CH3:16])([CH3:15])[S:14][C@H:10]12)=[O:7] |f:2.3|. Procedure details: To a stirred solution of allyl 6β-[(methoxycarbonyl)acetamido]-2,2-dimethylpenam-3-carboxylate (713 mg, 2 mmol) in 2 mL of sieve-dried dimethylformamide at 0° C. was added carbon disulfide (1 mL), then sodium hydride, 60% (160 mg, 4 mmol), portionwise. The reaction mixture was stirred at 0° C. for 10 min under a nitrogen atmosphere, and treated with dibromoethane (413 mg, 2.2 mmol). The mixture was stirred at 0° C. for 30 min, diluted with toluene, washed with water and saturated NaCl solution, ...